Dataset: the Open Reaction Database (ORD), a public repository of structured organic reaction records. Task: describe an organic reaction: reactants, conditions, products, and yield Reactants: C[C@@H](CCO[C@H](CO)COCC[C@@H](CCC[C@@H](CCC[C@@H](CCCC(C)C)C)C)C)CCC[C@@H](CCC[C@@H](CCCC(C)C)C)C ((2R)-2,3-Bis[(3R,7R,11R)-3,7,11,15-tetramethylhexadecyloxy]propan-1-ol), ClC(C(O[C@@H]1[C@@H](OC(C)=O)[C@@H](OCC2=CC=CC=C2)[C@H](OCC2=CC=CC=C2)[C@H](O1)COCC1=CC=CC=C1)=N)(Cl)Cl (2-O-acetyl-3,4,6-tri-O-benzyl-α-D-mannopyranosyl trichloroacetimidate), C(C)[Si](CC)(CC)OS(=O)(=O)C(F)(F)F (triethylsilyltrifluoromethanesulfonate). Run in C(Cl)Cl (CH2Cl2). Conditions: time 1 hour. Product: C(C)(=O)O[C@@H]1[C@@H](OCC(COCC[C@@H](CCC[C@@H](CCC[C@@H](CCCC(C)C)C)C)C)OCC[C@@H](CCC[C@@H](CCC[C@@H](CCCC(C)C)C)C)C)O[C@@H]([C@H]([C@@H]1OCC1=CC=CC=C1)OCC1=CC=CC=C1)COCC1=CC=CC=C1 (2,3-Bis[(3R,7R,11R)-3,7,11,15-tetramethylhexadecyloxy]propan-1-yl 2-O-acetyl-3,4,6-tri-O-benzyl-α-D-mannopyranoside). The yield is 46.8%. Reaction SMILES: [CH3:1][C@H:2]([CH2:31][CH2:32][CH2:33][C@H:34]([CH3:46])[CH2:35][CH2:36][CH2:37][C@H:38]([CH3:45])[CH2:39][CH2:40][CH2:41][CH:42]([CH3:44])[CH3:43])[CH2:3][CH2:4][O:5][C@@H:6]([CH2:9][O:10][CH2:11][CH2:12][C@H:13]([CH3:30])[CH2:14][CH2:15][CH2:16][C@H:17]([CH3:29])[CH2:18][CH2:19][CH2:20][C@H:21]([CH3:28])[CH2:22][CH2:23][CH2:24][CH:25]([CH3:27])[CH3:26])[CH2:7][OH:8].ClC(Cl)(Cl)C(=N)O[C@H:51]1[O:76][C@H:75]([CH2:77][O:78][CH2:79][C:80]2[CH:85]=[CH:84][CH:83]=[CH:82][CH:81]=2)[C@@H:66]([O:67][CH2:68][C:69]2[CH:74]=[CH:73][CH:72]=[CH:71][CH:70]=2)[C@H:57]([O:58][CH2:59][C:60]2[CH:65]=[CH:64][CH:63]=[CH:62][CH:61]=2)[C@@H:52]1[O:53][C:54](=[O:56])[CH3:55].C([Si](OS(C(F)(F)F)(=O)=O)(CC)CC)C>C(Cl)Cl>[C:54]([O:53][C@H:52]1[C@@H:57]([O:58][CH2:59][C:60]2[CH:61]=[CH:62][CH:63]=[CH:64][CH:65]=2)[C@H:66]([O:67][CH2:68][C:69]2[CH:70]=[CH:71][CH:72]=[CH:73][CH:74]=2)[C@@H:75]([CH2:77][O:78][CH2:79][C:80]2[CH:81]=[CH:82][CH:83]=[CH:84][CH:85]=2)[O:76][C@@H:51]1[O:8][CH2:7][CH:6]([O:5][CH2:4][CH2:3][C@H:2]([CH3:1])[CH2:31][CH2:32][CH2:33][C@H:34]([CH3:46])[CH2:35][CH2:36][CH2:37][C@H:38]([CH3:45])[CH2:39][CH2:40][CH2:41][CH:42]([CH3:44])[CH3:43])[CH2:9][O:10][CH2:11][CH2:12][C@H:13]([CH3:30])[CH2:14][CH2:15][CH2:16][C@H:17]([CH3:29])[CH2:18][CH2:19][CH2:20][C@H:21]([CH3:28])[CH2:22][CH2:23][CH2:24][CH:25]([CH3:26])[CH3:27])(=[O:56])[CH3:55]. Procedure: To a mixture of (2R)-2,3-Bis[(3R,7R,11R)-3,7,11,15-tetramethylhexadecyloxy]propan-1-ol (archaeol) (720 mg; 1.1 mmol), 2-O-acetyl-3,4,6-tri-O-benzyl-α-D-mannopyranosyl trichloroacetimidate (1.4 g; 2.2 mmol) and molecular sieves 4A° (3 g) was added CH2Cl2 (15 ml). After stirring at R.T. under an argon atmosphere for 1 h, triethylsilyltrifluoromethanesulfonate (25 μL; 0.11 mmol) was added and the stirring continued for 40 min. The reaction was quenched with diisopropylethylamine (100 μL). The whole... The reactants are C(C)OC(=O)CC1C(OC2=CC=CC=C2C1)(C)C (3-ethoxycarbonylmethyl-2,2-dimethyl-chroman), [H-].[Al+3].[Li+].[H-].[H-].[H-] (lithium aluminium hydride), [OH-].[Na+] (sodium hydroxide), O (water), O (water). The solvent is C(C)OCC (diethyl ether), C(C)OCC (diethyl ether). Reaction conditions: time 3 hour. Yields the product CC1(OC2=CC=CC=C2CC1CCO)C (2,2-dimethyl-3-(2-hydroxyethyl)-chroman). Reaction SMILES: C([O:3][C:4]([CH2:6][CH:7]1[CH2:16][C:15]2[C:10](=[CH:11][CH:12]=[CH:13][CH:14]=2)[O:9][C:8]1([CH3:18])[CH3:17])=O)C.[H-].[Al+3].[Li+].[H-].[H-].[H-].O.[OH-].[Na+]>C(OCC)C>[CH3:17][C:8]1([CH3:18])[CH:7]([CH2:6][CH2:4][OH:3])[CH2:16][C:15]2[C:10](=[CH:11][CH:12]=[CH:13][CH:14]=2)[O:9]1 |f:1.2.3.4.5.6,8.9|. Procedure: While cooling with ice, a solution of 50 g (0.2 mol) of 3-ethoxycarbonylmethyl-2,2-dimethyl-chroman in 250 ml of absolute diethyl ether is added dropwise within a period of 1 hour to a suspension of 7.6 g (0.2 mol) of lithium aluminium hydride in 200 ml of absolute diethyl ether. The reaction mixture is then stirred for 3 hours at room temperature and then carefully decomposed with 7.5 ml of water, 7.5 ml of sodium hydroxide solution (15%) and 23 ml of water. The resulting precipitate is filtere...